This data is from the Open Reaction Database (ORD), a public repository of structured organic reaction records. The task is: describe an organic reaction: reactants, conditions, products, and yield Starting materials: O=C(O)C1Cc2c([nH]c3ccccc23)CN1, CS(C)=O, CCCCCC, BrC1CCCCC1, ClC(Cl)Cl, [Na+], [OH-], O, S=C=S. Yields the product O=C(O)C1Cc2c([nH]c3ccccc23)CN1C(=S)SC1CCCCC1. Reaction SMILES: [CH2:1]1[NH:2][CH:3]([C:14](=[O:15])[OH:16])[CH2:4][c:5]2[c:6]3[cH:7][cH:8][cH:9][cH:10][c:11]3[nH:12][c:13]21.[CH3:19][S:20]([CH3:21])=[O:22].[CH3:33][CH2:34][CH2:35][CH2:36][CH2:37][CH3:38].[CH:23]1([Br:29])[CH2:24][CH2:25][CH2:26][CH2:27][CH2:28]1.[CH:39]([Cl:40])([Cl:41])[Cl:42].[Na+:18].[OH-:17].[OH2:43].[S:30]=[C:31]=[S:32]>>[CH2:1]1[N:2]([C:31](=[S:30])[S:32][CH:23]2[CH2:24][CH2:25][CH2:26][CH2:27][CH2:28]2)[CH:3]([C:14](=[O:15])[OH:16])[CH2:4][c:5]2[c:6]3[cH:7][cH:8][cH:9][cH:10][c:11]3[nH:12][c:13]21. The reactants are CC(=O)[O-], CC(=O)[O-], CCCCCCC, ClCCl, CCOC(=O)C=[N+]=[N-], OC1CCCC1, [Rh+2]. The product is CCOC(=O)COC1CCCC1. Reaction SMILES: [C:25]([O-:26])(=[O:27])[CH3:28].[C:30]([O-:31])(=[O:32])[CH3:33].[CH3:18][CH2:19][CH2:20][CH2:21][CH2:22][CH2:23][CH3:24].[Cl:15][CH2:16][Cl:17].[N+:7](=[N-:8])=[CH:9][C:10](=[O:11])[O:12][CH2:13][CH3:14].[OH:1][CH:2]1[CH2:3][CH2:4][CH2:5][CH2:6]1.[Rh+2:29]>>[O:1]([CH:2]1[CH2:3][CH2:4][CH2:5][CH2:6]1)[CH2:9][C:10](=[O:11])[O:12][CH2:13][CH3:14]. Product: FC1=CC=C(CN2C(CN(CC2)C(CCC2CCN(CC2)C(=O)OC(C)(C)C)=O)=O)C=C1 (tert-Butyl 4-{3-[4-(4-fluorobenzyl)-3-oxopiperazin-1-yl]-3-oxopropyl}piperidine-1-carboxylate). The reactants are C(=O)(OC(C)(C)C)N1CCC(CC1)C(C(=O)O)C (1-boc-piperidin-4-ylpropionic acid), Cl.CN(CCCN=C=NCC)C (1-(3-dimethylaminopropyl)-3-ethylcarbodiimide hydrochloride), ON1N=NC2=C1N=CC=C2 (1-hydroxy-7-azabenzotriazole), CN(C)C=O (DMF), resultant solution, FC1=CC=C(CN2C(CNCC2)=O)C=C1 (1-(4-fluorobenzyl)piperazin-2-one), CN(C)C=O (DMF). Procedure: To a solution of 1-boc-piperidin-4-ylpropionic acid (1.20 g, 4.7 mmol, Astatech) in DMF (10 mL), 1-(3-dimethylaminopropyl)-3-ethylcarbodiimide hydrochloride (1.16 g, 6.1 mmol) and 1-hydroxy-7-azabenzotriazole (0.83 g, 6.1 mmol) were added and the solution was stirred at room temperature for 30 min. To the resultant solution, a solution of 1-(4-fluorobenzyl)piperazin-2-one (1.07 g, 5.1 mmol, see Example 31, Steps 5-8) in DMF (2 mL) was added and the mixture was stirred for two hours. The product ... Conditions: time 30 minute. Reaction SMILES: [C:1]([N:8]1[CH2:13][CH2:12][CH:11]([CH:14]([CH3:18])C(O)=O)[CH2:10][CH2:9]1)([O:3][C:4]([CH3:7])([CH3:6])[CH3:5])=[O:2].Cl.CN(C)CCCN=C=NCC.ON1C2N=CC=CC=2N=N1.[F:41][C:42]1[CH:55]=[CH:54][C:45]([CH2:46][N:47]2[CH2:52][CH2:51][NH:50][CH2:49][C:48]2=[O:53])=[CH:44][CH:43]=1.CN([CH:59]=[O:60])C>>[F:41][C:42]1[CH:55]=[CH:54][C:45]([CH2:46][N:47]2[CH2:52][CH2:51][N:50]([C:59](=[O:60])[CH2:18][CH2:14][CH:11]3[CH2:10][CH2:9][N:8]([C:1]([O:3][C:4]([CH3:5])([CH3:6])[CH3:7])=[O:2])[CH2:13][CH2:12]3)[CH2:49][C:48]2=[O:53])=[CH:44][CH:43]=1 |f:1.2|.